Dataset: the Open Reaction Database (ORD), a public repository of structured organic reaction records. Task: describe an organic reaction: reactants, conditions, products, and yield Reactants: C(/C1=CC=CC=C1)=C\1/N=C(NC1=O)C1=C(C=CC(=C1)F)F ((Z)-4-benzylidene-2-(2,5-difluorophenyl)-1H-imidazol-5(4H)-one), C(=O)C=C (acrolein). Run at time 72 hour. Yields the product FC1=C(C=C(C=C1)F)C1=NC2=C(N1)OC(C(C2C2=CC=CC=C2)C)=O (2-(2,5-difluorophenyl)-6-methyl-7-phenyl-6,7-dihydropyrano[2,3-d]imidazol-5(3H)-one). The yield is 42.0%. Reaction SMILES: [CH:1](=[C:8]1/[N:9]=[C:10]([C:14]2[CH:19]=[C:18]([F:20])[CH:17]=[CH:16][C:15]=2[F:21])[NH:11][C:12]/1=[O:13])/[C:2]1[CH:7]=[CH:6][CH:5]=[CH:4][CH:3]=1.[CH:22]([CH:24]=[CH2:25])=[O:23]>>[F:21][C:15]1[CH:16]=[CH:17][C:18]([F:20])=[CH:19][C:14]=1[C:10]1[NH:11][C:12]2[O:13][C:22](=[O:23])[CH:24]([CH3:25])[CH:1]([C:2]3[CH:3]=[CH:4][CH:5]=[CH:6][CH:7]=3)[C:8]=2[N:9]=1. Procedure details: Prepared according to the general procedure using (Z)-4-benzylidene-2-(2,5-difluorophenyl)-1H-imidazol-5(4H)-one and acrolein. After 72 h, the reaction only reached 63% conversion by 1H NMR. The unpurified residue was purified by flash chromatography using 15% EtOAc/hexanes to afford 20 as an off-white solid (43 mg, 42%). Analytical data for 20: 1H NMR (500 MHz, CDCl3) δ 9.48 (br s, 1H), 7.91 (ddd, J=9.2, 6.1, 3.2 Hz, 1H), 7.37-7.27 (m, 3H), 7.12-7.03 (m, 3H), 7.02-6.95 (m, 1H), 4.21 (d, J=7.2 H... Reactants: N,N,N′,N′-Tetramethyl-0-(7-azabenzotriazol-1-yl)uronium Hexafluorophosphate, COC1=C(CNC=2C3=C(N=CN2)N(C=C3)[C@@H]3C[C@@H]([C@@H]2[C@H]3OC(O2)(C)C)CN(C2CC(C2)CCC(=O)O)C)C=CC(=C1)OC (3-(3-((((3aR,4R,6R,6aS)-6-(4-((2,4-dimethoxybenzyl)amino)-7H-pyrrolo[2,3-d]pyrimidin-7-yl)-2,2-dimethyltetrahydro-3aH-cyclopenta[d][1,3]dioxol-4-yl)methyl)(methyl)amino)cyclobutyl)propanoic acid), C(C)(C)N(C(C)C)CC (N,N-Diisopropylethylamine), BrC=1C=C(C(=CC1)N)N (4-bromobenzene-1,2-diamine). The solvent is CN(C=O)C (N,N-Dimethylformamide). Reaction conditions: time 8 hour. Product: NC1=C(C=CC(=C1)Br)NC(CCC1CC(C1)N(C)C[C@H]1C[C@H]([C@@H]2OC(O[C@@H]21)(C)C)N2C=CC1=C2N=CN=C1NCC1=C(C=C(C=C1)OC)OC)=O (N-(2-amino-4-bromophenyl)-3-(3-((((3aR,4R,6R,6aS)-6-(4-((2,4-dimethoxybenzyl)amino)-7H-pyrrolo[2,3-d]pyrimidin-7-yl)-2,2-dimethyltetrahydro-3aH-cyclopenta[d][1,3]dioxol-4-yl)methyl)(methyl)amino)cyclobutyl)propanamide). The yield is 74.9%. RXN SMILES: [CH3:1][O:2][C:3]1[CH:41]=[C:40]([O:42][CH3:43])[CH:39]=[CH:38][C:4]=1[CH2:5][NH:6][C:7]1[C:8]2[CH:15]=[CH:14][N:13]([C@H:16]3[C@@H:20]4[O:21][C:22]([CH3:25])([CH3:24])[O:23][C@@H:19]4[C@@H:18]([CH2:26][N:27]([CH3:37])[CH:28]4[CH2:31][CH:30]([CH2:32][CH2:33][C:34](O)=[O:35])[CH2:29]4)[CH2:17]3)[C:9]=2[N:10]=[CH:11][N:12]=1.C(N(CC)C(C)C)(C)C.[Br:53][C:54]1[CH:55]=[C:56]([NH2:61])[C:57]([NH2:60])=[CH:58][CH:59]=1>CN(C)C=O>[NH2:61][C:56]1[CH:55]=[C:54]([Br:53])[CH:59]=[CH:58][C:57]=1[NH:60][C:34](=[O:35])[CH2:33][CH2:32][CH:30]1[CH2:31][CH:28]([N:27]([CH2:26][C@@H:18]2[C@@H:19]3[C@@H:20]([O:21][C:22]([CH3:24])([CH3:25])[O:23]3)[C@H:16]([N:13]3[C:9]4[N:10]=[CH:11][N:12]=[C:7]([NH:6][CH2:5][C:4]5[CH:38]=[CH:39][C:40]([O:42][CH3:43])=[CH:41][C:3]=5[O:2][CH3:1])[C:8]=4[CH:15]=[CH:14]3)[CH2:17]2)[CH3:37])[CH2:29]1. Procedure details: N,N,N′,N′-Tetramethyl-0-(7-azabenzotriazol-1-yl)uronium Hexafluorophosphate (1.20 g, 3.16 mmol) was added to a solution 3-(3-((((3aR,4R,6R,6aS)-6-(4-((2,4-dimethoxybenzyl)amino)-7H-pyrrolo[2,3-d]pyrimidin-7-yl)-2,2-dimethyltetrahydro-3aH-cyclopenta[d][1,3]dioxol-4-yl)methyl)(methyl)amino)cyclobutyl)propanoic acid (1.25 g, 2.10 mmol) and N,N-Diisopropylethylamine (1.21 ml, 6.95 mmol) and 4-bromobenzene-1,2-diamine (0.472 g, 2.53 mmol) in N,N-Dimethylformamide (13.0 ml). The reaction was stirred o... Reactants: COc1ccc(C#N)cc1C(=O)N=c1sc(C(C)(C)C)cn1CC1(O)CCC1, CC(=O)OC(C)=O, CN(C)c1ccncc1, c1ccncc1. Product: COc1ccc(C#N)cc1C(=O)N=c1sc(C(C)(C)C)cn1CC1(OC(C)=O)CCC1. Reaction SMILES: [C:1]([CH3:2])([CH3:3])([CH3:4])[c:5]1[cH:6][n:7]([CH2:23][C:24]2([OH:28])[CH2:25][CH2:26][CH2:27]2)[c:8](=[N:10][C:11]([c:12]2[c:13]([O:20][CH3:21])[cH:14][cH:15][c:16]([C:18]#[N:19])[cH:17]2)=[O:22])[s:9]1.[CH3:29][C:30](=[O:31])[O:32][C:33](=[O:34])[CH3:35].[CH3:36][N:37]([CH3:38])[c:39]1[cH:40][cH:41][n:42][cH:43][cH:44]1.[cH:45]1[cH:46][cH:47][n:48][cH:49][cH:50]1>>[C:1]([CH3:2])([CH3:3])([CH3:4])[c:5]1[cH:6][n:7]([CH2:23][C:24]2([O:28][C:30]([CH3:29])=[O:31])[CH2:25][CH2:26][CH2:27]2)[c:8](=[N:10][C:11]([c:12]2[c:13]([O:20][CH3:21])[cH:14][cH:15][c:16]([C:18]#[N:19])[cH:17]2)=[O:22])[s:9]1. Reactants: ClC1=CC(=NC2=CC=C(C=C12)C)N1CCS(C2=C(C1)C=CC=C2)(=O)=O (4-(4-chloro-6-methylquinolin-2-yl)-2,3,4,5-tetrahydro-1,4-benzothiazepine 1,1-dioxide), O1CC(C1)N (oxetan-3-amine). Product: O=S1(CCN(CC2=C1C=CC=C2)C2=NC1=CC=C(C=C1C(=C2)NC2COC2)C)=O (2-(1,1-Dioxido-2,3-dihydro-1,4-benzothiazepin-4(5H)-yl)-6-methyl-N-(oxetan-3-yl)quinolin-4-amine). RXN SMILES: Cl[C:2]1[C:11]2[C:6](=[CH:7][CH:8]=[C:9]([CH3:12])[CH:10]=2)[N:5]=[C:4]([N:13]2[CH2:19][C:18]3[CH:20]=[CH:21][CH:22]=[CH:23][C:17]=3[S:16](=[O:25])(=[O:24])[CH2:15][CH2:14]2)[CH:3]=1.[O:26]1[CH2:29][CH:28]([NH2:30])[CH2:27]1>>[O:24]=[S:16]1(=[O:25])[C:17]2[CH:23]=[CH:22][CH:21]=[CH:20][C:18]=2[CH2:19][N:13]([C:4]2[CH:3]=[C:2]([NH:30][CH:28]3[CH2:29][O:26][CH2:27]3)[C:11]3[C:6](=[CH:7][CH:8]=[C:9]([CH3:12])[CH:10]=3)[N:5]=2)[CH2:14][CH2:15]1. Procedure: The title compound was prepared in analogy to Example 3-1 in Scheme 5 by using 4-(4-chloro-6-methylquinolin-2-yl)-2,3,4,5-tetrahydro-1,4-benzothiazepine 1,1-dioxide (prepared in analogy to the one in Example 2-1) and oxetan-3-amine. MS obsd. (ESI+) [(M+H)+] 410, 1H NMR (400 MHz, CD3OD) δ ppm 7.97 (d, J=1.9 Hz, 1 H), 7.79 (d, J=1.9 Hz, 1 H), 7.72 (s, 1 H), 7.63 (t, J=3.8 Hz, 1 H), 7.44 (t, J=4.3 Hz, 2 H), 7.29 (d, J=2.1 Hz, 1 H), 5.72 (s, 1 H), 5.16 (t, J=3.3 Hz, 2 H), 5.12 (s, 2 H), 4.86 (m, 1 H... Starting materials: ClCCS(=O)(=O)Cl (2-chloroethanesulfonyl chloride), [H-].[Na+] (NaH), FC(C1=CC=C(OC2=CC=C(C=C2)C=2C(=NC=CC2)N)C=C1)(F)F (3-(4-(4-(trifluoromethyl)phenoxy)phenyl)pyridin-2-amine). Solvent: C1CCOC1 (THF), C1CCOC1 (THF). Run at time 5 minute. Yields the product FC(C1=CC=C(OC2=CC=C(C=C2)C2=CC=CN3C2=NS(CC3)(=O)=O)C=C1)(F)F (9-{4-[4-(trifluoromethyl)phenoxy]phenyl}-3,4-dihydropyrido[2,1-c][1,2,4]thiadiazine 2,2-dioxide). RXN SMILES: [H-].[Na+].Cl[CH2:4][CH2:5][S:6](Cl)(=[O:8])=[O:7].[F:10][C:11]([F:33])([F:32])[C:12]1[CH:31]=[CH:30][C:15]([O:16][C:17]2[CH:22]=[CH:21][C:20]([C:23]3[C:24]([NH2:29])=[N:25][CH:26]=[CH:27][CH:28]=3)=[CH:19][CH:18]=2)=[CH:14][CH:13]=1>C1COCC1>[F:33][C:11]([F:10])([F:32])[C:12]1[CH:13]=[CH:14][C:15]([O:16][C:17]2[CH:18]=[CH:19][C:20]([C:23]3[C:24]4=[N:29][S:6](=[O:8])(=[O:7])[CH2:5][CH2:4][N:25]4[CH:26]=[CH:27][CH:28]=3)=[CH:21][CH:22]=2)=[CH:30][CH:31]=1 |f:0.1|. Procedure details: To a suspension of NaH (60%, 418 mg) in THF (dry) (25 mL) was added 2-chloroethanesulfonyl chloride (0.659 mL) at 0° C. and the mixture was stirred for 5 min at the same temperature. A solution of 3-(4-(4-(trifluoromethyl)phenoxy)phenyl)pyridin-2-amine (690 mg) in THF (dry) (40 mL) was added at 0° C. and the mixture was stirred at room temperature overnight. The mixture was quenched with water at 0° C. Water, EtOAc and THF were added and the extracted organic layer was washed with brine, dried o... Reactants: C(C)OC(C1=C(N=C(C=C1OC1=C(C=CC(=C1)Cl)Cl)C)Cl)=O (2-chloro-4-(2,5-dichloro-phenoxy)-6-methyl-nicotinic acid ethyl ester), O (water), O.[OH-].[Li+] (lithium hydroxide monohydrate). Solvent: O1CCOCC1 (dioxane). Conditions: temperature 100 celsius, time 4 hour. Product: ClC1=C(C(=O)[O-])C(=CC(=N1)C)OC1=C(C=CC(=C1)Cl)Cl.[Li+] (Lithium 2-chloro-4-(2,5-dichloro-phenoxy)-6-methyl-nicotinate). RXN SMILES: C([O:3][C:4](=[O:22])[C:5]1[C:10]([O:11][C:12]2[CH:17]=[C:16]([Cl:18])[CH:15]=[CH:14][C:13]=2[Cl:19])=[CH:9][C:8]([CH3:20])=[N:7][C:6]=1[Cl:21])C.O.O.[OH-].[Li+:26]>O1CCOCC1>[Cl:21][C:6]1[N:7]=[C:8]([CH3:20])[CH:9]=[C:10]([O:11][C:12]2[CH:17]=[C:16]([Cl:18])[CH:15]=[CH:14][C:13]=2[Cl:19])[C:5]=1[C:4]([O-:22])=[O:3].[Li+:26] |f:2.3.4,6.7|. Procedure: To a solution of 130 mg (0.36 mmol) 2-chloro-4-(2,5-dichloro-phenoxy)-6-methyl-nicotinic acid ethyl ester in 2 mL dioxane was added 2 mL water and 23 mg (0.541 mmol) lithium hydroxide monohydrate. The reaction mixture was stirred at 100° C. for 4 hours. The reaction mixture was allowed to cool down to room temperature and was concentrated under high vacuum. The so-obtained light yellow solid was pure enough for the next step without further purification. MS (ESI): 331.965 [M+H]+. Reactants: CC1=C(C(=CC(=C1)OC)C)C(C)(O)C1=CC(=C(C=C1)OC)C(C)C (1-(2,6-dimethyl-4-methoxyphenyl)-1-(3-isopropyl-4-methoxyphenyl) ethanol), CC(=O)O (AcOH), [H][H] (hydrogen). Run in CCO (EtOH). The product is CC1=C(C(=CC(=C1)OC)C)C(C)C1=CC(=C(C=C1)OC)C(C)C (1-(2,6-dimethyl-4-methoxyphenyl)-1-(3-isopropyl-4-methoxyphenyl) ethane). Yield: 78.8%. Reaction SMILES: [CH3:1][C:2]1[CH:7]=[C:6]([O:8][CH3:9])[CH:5]=[C:4]([CH3:10])[C:3]=1[C:11]([C:14]1[CH:19]=[CH:18][C:17]([O:20][CH3:21])=[C:16]([CH:22]([CH3:24])[CH3:23])[CH:15]=1)(O)[CH3:12].CC(O)=O.[H][H]>CCO>[CH3:1][C:2]1[CH:7]=[C:6]([O:8][CH3:9])[CH:5]=[C:4]([CH3:10])[C:3]=1[CH:11]([C:14]1[CH:19]=[CH:18][C:17]([O:20][CH3:21])=[C:16]([CH:22]([CH3:24])[CH3:23])[CH:15]=1)[CH3:12]. Reported procedure: A solution of 1-(2,6-dimethyl-4-methoxyphenyl)-1-(3-isopropyl-4-methoxyphenyl) ethanol (400 mg, 1.218 mmol) in 4.4 mL of 9% (v/v) AcOH in EtOH containing 10% Pd/C (40 mg) was hydrogenated at 1 atm at room temperature. When hydrogen uptake was complete (12 hours), the catalyst was filtered off and the filtrate was diluted with 50 mL of ether, washed with sat. NaHCO3 solution (3×10 mL), water (30 mL) and brine (3×10 mL). The solvent was evaporated to yield 300 mg (0.96 mmol, 79%) of 1-(2,6-dimethy... Starting materials: CCOc1cccnc1C, O, O=[N+]([O-])O, O=S(=O)(O)O. Yields the product CCOc1ccc([N+](=O)[O-])nc1C. Reaction SMILES: [CH2:1]([CH3:2])[O:3][c:4]1[c:5]([CH3:10])[n:6][cH:7][cH:8][cH:9]1.[OH2:15].[OH:11][N+:12]([O-:13])=[O:14].[S:16](=[O:17])(=[O:18])([OH:19])[OH:20]>>[CH2:1]([CH3:2])[O:3][c:4]1[c:5]([CH3:10])[n:6][c:7]([N+:12](=[O:11])[O-:13])[cH:8][cH:9]1. Reactants: O1CCC(CC1)NNC(=O)OC(C)(C)C (tert-butyl 2-(tetrahydro-2H-pyran-4-yl)hydrazinecarboxylate), FC(C(=O)O)(F)F (trifluoroacetic acid), FC1=NC(=CC=C1C(CC)=O)F (1-(2,6-difluoropyridin-3-yl)propan-1-one). The solvent is ClCCl (dichloromethane). Conditions: temperature 75 celsius, time 72 hour. Yields the product C(C)C1=NN(C2=NC(=CC=C21)F)C2CCOCC2 (3-ethyl-6-fluoro-1-(tetrahydro-2H-pyran-4-yl)-1H-pyrazolo[3,4-b]pyridine). Yield: 83.7%. Reaction SMILES: [O:1]1[CH2:6][CH2:5][CH:4]([NH:7][NH:8]C(OC(C)(C)C)=O)[CH2:3][CH2:2]1.FC(F)(F)C(O)=O.F[C:24]1[C:29]([C:30](=O)[CH2:31][CH3:32])=[CH:28][CH:27]=[C:26]([F:34])[N:25]=1>ClCCl>[CH2:31]([C:30]1[C:29]2[C:24](=[N:25][C:26]([F:34])=[CH:27][CH:28]=2)[N:7]([CH:4]2[CH2:5][CH2:6][O:1][CH2:2][CH2:3]2)[N:8]=1)[CH3:32]. Procedure details: A mixture of tert-butyl 2-(tetrahydro-2H-pyran-4-yl)hydrazinecarboxylate (3.8 g, 0.018 mol) and trifluoroacetic acid (20 mL, 0.3 mol) were stirred in dichloromethane (20 mL) for 90 minutes. The mixture was concentrated, and the residue was taken up in acetonitrile (30 mL). 1-(2,6-difluoropyridin-3-yl)propan-1-one (2.34 g, 0.0137 mol) was then added, and the resulting mixture was stirred at 75° C. for 72 hours. After cooling to room temperature, the mixture was concentrated, and the residue was p...